This data is from the Open Reaction Database (ORD), a public repository of structured organic reaction records. The task is: describe an organic reaction: reactants, conditions, products, and yield Reactants: C1(CC1)N1C=C(C(C2=CC(=C(C(=C12)F)F)F)=O)C(=O)O (1-cyclopropyl-6,7,8-trifluoro-1,4-dihydro-4-oxoquinoline-3-carboxylic acid), Cl.C1(=CC=CC=C1)C=1N=NN(C1)C1CNCC1 (3-(4-phenyl-1,2,3-triazol-1-yl)pyrrolidine hydrochloride), [N+](=[N-])=C1C(CCCCCCCCC1)C1CCCCCCCCCC1 (diazobicycloundecane). Run in N1=CC=CC=C1 (pyridine). Reaction conditions: temperature 110 celsius. Yields the product C1(CC1)N1C=C(C(C2=CC(=C(C(=C12)F)N1CC(CC1)N1N=NC(=C1)C1=CC=CC=C1)F)=O)C(=O)O (1 -Cyclopropyl-6,8-difluoro-7-[3-(4-phenyl-1,2,3-triazol-1-yl)pyrrolidin-1-yl]-1,4-dihydro-4-oxoquinoline-3-carboxylic acid). RXN SMILES: [CH:1]1([N:4]2[C:13]3[C:8](=[CH:9][C:10]([F:16])=[C:11](F)[C:12]=3[F:14])[C:7](=[O:17])[C:6]([C:18]([OH:20])=[O:19])=[CH:5]2)[CH2:3][CH2:2]1.Cl.[C:22]1([C:28]2[N:29]=[N:30][N:31]([CH:33]3[CH2:37][CH2:36][NH:35][CH2:34]3)[CH:32]=2)[CH:27]=[CH:26][CH:25]=[CH:24][CH:23]=1.[N+](=C1CCCCCCCCCC1C1CCCCCCCCCC1)=[N-]>N1C=CC=CC=1>[CH:1]1([N:4]2[C:13]3[C:8](=[CH:9][C:10]([F:16])=[C:11]([N:35]4[CH2:36][CH2:37][CH:33]([N:31]5[CH:32]=[C:28]([C:22]6[CH:23]=[CH:24][CH:25]=[CH:26][CH:27]=6)[N:29]=[N:30]5)[CH2:34]4)[C:12]=3[F:14])[C:7](=[O:17])[C:6]([C:18]([OH:20])=[O:19])=[CH:5]2)[CH2:3][CH2:2]1 |f:1.2|. Procedure: A mixture of 1-cyclopropyl-6,7,8-trifluoro-1,4-dihydro-4-oxoquinoline-3-carboxylic acid (150 mg, 0.53 mmol), 3-(4-phenyl-1,2,3-triazol-1-yl)pyrrolidine hydrochloride (252 mg, 1.05 mmol) and diazobicycloundecane (160 mg, 1.05 mmol) in pyridine (5 ml) was heated at 110° C. for 20 hrs, concentrated and diluted with water. The separated solid was filtered, washed with water and crystallized from methanol. Yield: 55 mg (22.3%), m.p. 241.4° C. 1H NMR (TFA) δ: 1.34-1.73 (m, 4H), 2.82-3.09 (m, 2H), 4.20... The reactants are Cl.NC(C(=O)N)CC1=CC=CC=C1 (2-amino-3-phenyl propionamide hydrochloride), A4, O (water). Yields the product N[C@@H](CC1=CC=CC=C1)C(=O)O (L-phenylalanine). Yield: 50.0%. RXN SMILES: Cl.[NH2:2][CH:3]([CH2:7][C:8]1[CH:13]=[CH:12][CH:11]=[CH:10][CH:9]=1)[C:4](N)=[O:5].[OH2:14]>>[NH2:2][C@H:3]([C:4]([OH:14])=[O:5])[CH2:7][C:8]1[CH:13]=[CH:12][CH:11]=[CH:10][CH:9]=1 |f:0.1|. Procedure details: The treatment of a solution at 5% of 2-amino-3-phenyl propionamide hydrochloride in water (pH included between 6.5 and 8.5) is effected by a suspension of cells of strain A4 at 20 to 40 g of dry matter per liter. One obtains quantitatively L-phenylalanine (50%) and the corresponding D-amide (50%). This D amide can either be hydrolized in D-phenylalanine by action of strain R 312 (CBS 717.73) or racemized and recycled in regard to preparation of L-phenyl-alanine. Reactants: CC(CC(=O)O)C (3-methylbutyric acid), Polystyrene isocyanate, C(=O)([O-])[O-].[K+].[K+] (K2CO3), C1(CCCCC1)N=C=NC1CCCCC1 (1,3-Dicyclohexylcarbodiimide), CNC1C2CN(CC1CC2)CCCNC2=CC=C(C#N)C=C2 (4-({3-[8-(methylamino)-3-azabicyclo[3.2.1]oct-3-yl]propyl}amino)benzonitrile). The solvent is C(Cl)Cl (DCM), C(Cl)Cl (DCM), CN(C)C=O (DMF). Reaction conditions: time 8 hour. Yields the product C(#N)C1=CC=C(NCCCN2CC3CCC(C2)C3N(C(CC(C)C)=O)C)C=C1 (N-{3-[3-(4-Cyanoanilino)propyl]-3-azabicyclo[3.2.1]oct-8-yl}-N,3-dimethylbutanamide). Isolated yield 78.4%. RXN SMILES: C1(N=C=NC2CCCCC2)CCCCC1.[CH3:16][NH:17][CH:18]1[CH:23]2[CH2:24][CH2:25][CH:19]1[CH2:20][N:21]([CH2:26][CH2:27][CH2:28][NH:29][C:30]1[CH:37]=[CH:36][C:33]([C:34]#[N:35])=[CH:32][CH:31]=1)[CH2:22]2.[CH3:38][CH:39]([CH3:44])[CH2:40][C:41](O)=[O:42].C([O-])([O-])=O.[K+].[K+]>CN(C=O)C.C(Cl)Cl>[C:34]([C:33]1[CH:32]=[CH:31][C:30]([NH:29][CH2:28][CH2:27][CH2:26][N:21]2[CH2:22][CH:23]3[CH:18]([N:17]([CH3:16])[C:41](=[O:42])[CH2:40][CH:39]([CH3:44])[CH3:38])[CH:19]([CH2:25][CH2:24]3)[CH2:20]2)=[CH:37][CH:36]=1)#[N:35] |f:3.4.5|. Procedure: 1,3-Dicyclohexylcarbodiimide on N-methylpolystyrene (0.67 g of 2.39 mmol/g, 1.74 mmol) was added to a solution of 4-({3-[8-(methylamino)-3-azabicyclo[3.2.1]oct-3-yl]propyl}amino)benzonitrile (Peparation G; 74.6 mg, 0.25 mmol) in DMF (3.0 mL). A solution of 3-methylbutyric acid (105.0 mg, 1.02 mmol) in DCM (1.0 mL) was added, and the mixture was stirred overnight at rt, followed by a further 72 h at 50° C. Polystyrene isocyanate (150 mg) and DCM (1.5 mL) were added, and this mixture was stirred f... Yields the product ClC1=C(C(=O)NCC(CC2CC2)C=2C=NC(=CC2)C(C)(C)O)C=CC=C1Cl (2,3-dichloro-N-(3-cyclopropyl-2-(6-(2-hydroxypropan-2-yl) pyridin-3-yl)propyl)benzamide). Reported procedure: From 2,3-dichlorobenzoic acid and 2-(5-(1-amino-3-cyclopropylpropan-2-yl)pyridin-2-yl)propan-2-ol. LCMS (MH+): m/z=407.1, tR (minutes, Method F)=1.98 RXN SMILES: [Cl:1][C:2]1[C:10]([Cl:11])=[CH:9][CH:8]=[CH:7][C:3]=1[C:4]([OH:6])=O.[NH2:12][CH2:13][CH:14]([C:19]1[CH:20]=[CH:21][C:22]([C:25]([OH:28])([CH3:27])[CH3:26])=[N:23][CH:24]=1)[CH2:15][CH:16]1[CH2:18][CH2:17]1>>[Cl:1][C:2]1[C:10]([Cl:11])=[CH:9][CH:8]=[CH:7][C:3]=1[C:4]([NH:12][CH2:13][CH:14]([C:19]1[CH:24]=[N:23][C:22]([C:25]([OH:28])([CH3:26])[CH3:27])=[CH:21][CH:20]=1)[CH2:15][CH:16]1[CH2:18][CH2:17]1)=[O:6]. The reactants are ClC1=C(C(=O)O)C=CC=C1Cl (2,3-dichlorobenzoic acid), NCC(CC1CC1)C=1C=CC(=NC1)C(C)(C)O (2-(5-(1-amino-3-cyclopropylpropan-2-yl)pyridin-2-yl)propan-2-ol). Reactants: C1COCCO1, CC(C)(C)[O-], Cl, COc1cn(-c2cc(I)ccc2F)nc(-c2ccnn2-c2ccccc2)c1=O, FC1(F)CNC1, [Na+], [Na+], O=C([O-])O, O=C(C=Cc1ccccc1)C=Cc1ccccc1, O=C(C=Cc1ccccc1)C=Cc1ccccc1, O=C(C=Cc1ccccc1)C=Cc1ccccc1, [Pd], [Pd]. Product: COc1cn(-c2cc(N3CC(F)(F)C3)ccc2F)nc(-c2ccnn2-c2ccccc2)c1=O. RXN SMILES: [CH2:42]1[O:43][CH2:44][CH2:45][O:46][CH2:47]1.[CH3:36][C:37]([CH3:38])([O-:39])[CH3:40].[ClH:29].[F:1][c:2]1[c:3](-[n:9]2[n:10][c:11](-[c:18]3[cH:19][cH:20][n:21][n:22]3-[c:23]3[cH:24][cH:25][cH:26][cH:27][cH:28]3)[c:12](=[O:17])[c:13]([O:15][CH3:16])[cH:14]2)[cH:4][c:5]([I:8])[cH:6][cH:7]1.[F:30][C:31]1([F:35])[CH2:32][NH:33][CH2:34]1.[Na+:41].[Na+:52].[O-:48][C:49]([OH:50])=[O:51].[O:55]=[C:56]([CH:57]=[CH:58][c:59]1[cH:60][cH:61][cH:62][cH:63][cH:64]1)[CH:65]=[CH:66][c:67]1[cH:68][cH:69][cH:70][cH:71][cH:72]1.[O:73]=[C:74]([CH:75]=[CH:76][c:77]1[cH:78][cH:79][cH:80][cH:81][cH:82]1)[CH:83]=[CH:84][c:85]1[cH:86][cH:87][cH:88][cH:89][cH:90]1.[O:91]=[C:92]([CH:93]=[CH:94][c:95]1[cH:96][cH:97][cH:98][cH:99][cH:100]1)[CH:101]=[CH:102][c:103]1[cH:104][cH:105][cH:106][cH:107][cH:108]1.[Pd:53].[Pd:54]>>[F:1][c:2]1[c:3](-[n:9]2[n:10][c:11](-[c:18]3[cH:19][cH:20][n:21][n:22]3-[c:23]3[cH:24][cH:25][cH:26][cH:27][cH:28]3)[c:12](=[O:17])[c:13]([O:15][CH3:16])[cH:14]2)[cH:4][c:5]([N:33]2[CH2:32][C:31]([F:30])([F:35])[CH2:34]2)[cH:6][cH:7]1.